Dataset: the Open Reaction Database (ORD), a public repository of structured organic reaction records. Task: describe an organic reaction: reactants, conditions, products, and yield Starting materials: ClC=1C=C2C(C(NC2=C(C1)Cl)=O)(CC)CCCCCCl (5,7-dichloro-3-(5-chloropentyl)-3-ethyl-1,3-dihydro-2H-indol-2-one), ClC1=CC=C(C=C1)N1CCNCC1 (1-(4-chlorophenyl)-piperazine). The product is ClC=1C=C2C(C(NC2=C(C1)Cl)=O)(CC)CCCCCN1CCN(CC1)C1=CC=C(C=C1)Cl (5,7-Dichloro-3-{5-[4-(4-chlorophenyl)-piperazin-1-yl]-pentyl}-3-ethyl-1,3-dihydro-2H-indol-2-one). As a reaction SMILES: [Cl:1][C:2]1[CH:3]=[C:4]2[C:8](=[C:9]([Cl:11])[CH:10]=1)[NH:7][C:6](=[O:12])[C:5]2([CH2:15][CH2:16][CH2:17][CH2:18][CH2:19]Cl)[CH2:13][CH3:14].[Cl:21][C:22]1[CH:27]=[CH:26][C:25]([N:28]2[CH2:33][CH2:32][NH:31][CH2:30][CH2:29]2)=[CH:24][CH:23]=1>>[Cl:1][C:2]1[CH:3]=[C:4]2[C:8](=[C:9]([Cl:11])[CH:10]=1)[NH:7][C:6](=[O:12])[C:5]2([CH2:15][CH2:16][CH2:17][CH2:18][CH2:19][N:31]1[CH2:30][CH2:29][N:28]([C:25]2[CH:24]=[CH:23][C:22]([Cl:21])=[CH:27][CH:26]=2)[CH2:33][CH2:32]1)[CH2:13][CH3:14]. Procedure: The title compound is prepared according to process H by applying processing method 1 from 5,7-dichloro-3-(5-chloropentyl)-3-ethyl-1,3-dihydro-2H-indol-2-one and 1-(4-chlorophenyl)-piperazine.